This data is from the Open Reaction Database (ORD), a public repository of structured organic reaction records. The task is: describe an organic reaction: reactants, conditions, products, and yield Reactants: C1=CC=CC=2C3=CC=CC=C3C(C12)COC(=O)N([C@@H](CCC(NC)=O)C(=O)NCC1=CC(=C(C=C1)O)O)C(C1=CC=CC=C1)(C1=CC=CC=C1)C1=CC=CC=C1 (N-[Nα-(9-fluorenylmethoxycarbonyl)-Nδ-methyltrityl-L-glutaminyl]-3,4-dihydroxybenzylamine), C(\C=C\C1=CC(O)=C(O)C=C1)(=O)O (caffeic acid). The product is C(\C=C\C1=CC(O)=C(O)C=C1)(=O)N([C@@H](CCC(NC)=O)C(=O)NCC1=CC(=C(C=C1)O)O)C(C1=CC=CC=C1)(C1=CC=CC=C1)C1=CC=CC=C1 (N-(Nα-Caffeoyl-Nδ-methyltrityl-L-glutaminyl)-3,4-dihydroxybenzylamine), powder. The yield is 52.0%. RXN SMILES: C1C2C(CO[C:16]([N:18]([C:38]([C:51]3[CH:56]=[CH:55][CH:54]=[CH:53][CH:52]=3)([C:45]3[CH:50]=[CH:49][CH:48]=[CH:47][CH:46]=3)[C:39]3[CH:44]=[CH:43][CH:42]=[CH:41][CH:40]=3)[C@H:19]([C:26]([NH:28][CH2:29][C:30]3[CH:35]=[CH:34][C:33]([OH:36])=[C:32]([OH:37])[CH:31]=3)=[O:27])[CH2:20][CH2:21][C:22](=[O:25])[NH:23][CH3:24])=[O:17])C3C(=CC=CC=3)C=2C=CC=1.C(O)(=O)/[CH:58]=[CH:59]/[C:60]1[CH:67]=[CH:66][C:64]([OH:65])=[C:62]([OH:63])[CH:61]=1>>[C:16]([N:18]([C:38]([C:51]1[CH:52]=[CH:53][CH:54]=[CH:55][CH:56]=1)([C:39]1[CH:44]=[CH:43][CH:42]=[CH:41][CH:40]=1)[C:45]1[CH:46]=[CH:47][CH:48]=[CH:49][CH:50]=1)[C@H:19]([C:26]([NH:28][CH2:29][C:30]1[CH:35]=[CH:34][C:33]([OH:36])=[C:32]([OH:37])[CH:31]=1)=[O:27])[CH2:20][CH2:21][C:22](=[O:25])[NH:23][CH3:24])(=[O:17])/[CH:58]=[CH:59]/[C:60]1[CH:67]=[CH:66][C:64]([OH:65])=[C:62]([OH:63])[CH:61]=1. Procedure details: The title compound was prepared from N-[Nα-(9-fluorenylmethoxycarbonyl)-Nδ-methyltrityl-L-glutaminyl]-3,4-dihydroxybenzylamine (900 mg, 1.2 mmol, example 26, step A) as described for example 26 (step B) using caffeic acid (326 mg, 1.8 mmol) instead of 4-hydroxy-3-nitrobenzoic acid. The crude material was purified by flash chromatography using a solvent gradient from 30% to 70% EtOAc/CH2Cl2/1% AcOH. The title compound was obtained as a yellow powder (430 mg, 52%).